Dataset: the Open Reaction Database (ORD), a public repository of structured organic reaction records. Task: describe an organic reaction: reactants, conditions, products, and yield Reactants: S(C)C (Me2S), S1C=C(C=C1)C1=CC=2N(C=C1)C(=CN2)C2=CC=C(C#N)C=C2 (4-(7-thien-3-yl-imidazo[1,2-a]pyridin-3-yl)-benzonitrile), [OH-].[Na+] (NaOH). Run in C1CCOC1 (THF). Reaction conditions: temperature 50 celsius, time 15 minute. The product is S1C=C(C=C1)C1=CC=2N(C=C1)C(=CN2)C2=CC=C(CN)C=C2 (4-(7-Thien-3-yl-imidazo[1,2-a]pyridin-3-yl)-benzylamine). As a reaction SMILES: [S:1]1[CH:5]=[CH:4][C:3]([C:6]2[CH:11]=[CH:10][N:9]3[C:12]([C:15]4[CH:22]=[CH:21][C:18]([C:19]#[N:20])=[CH:17][CH:16]=4)=[CH:13][N:14]=[C:8]3[CH:7]=2)=[CH:2]1.S(C)C.[OH-].[Na+]>C1COCC1>[S:1]1[CH:5]=[CH:4][C:3]([C:6]2[CH:11]=[CH:10][N:9]3[C:12]([C:15]4[CH:22]=[CH:21][C:18]([CH2:19][NH2:20])=[CH:17][CH:16]=4)=[CH:13][N:14]=[C:8]3[CH:7]=2)=[CH:2]1 |f:2.3|. Procedure details: Dissolve 4-(7-thien-3-yl-imidazo[1,2-a]pyridin-3-yl)-benzonitrile (0.087 g, 0.29 mmol) in THF (8 mL). To the solution add a BH3.Me2S solution (2 M, 1.0 mL, 2.0 mmol) at room temperature. Stir the solution for 15 minutes and then heat at 50° C. for 3.5 hours. Cool the mixture at 0° C. and acidify to pH=1 slowly and stir for 30 minutes. Make the reaction mixture basic with solid NaOH to pH=12-14, followed by extraction with ethyl acetate. Wash the extracts with saturated aqueous saturated sodium c... Starting materials: C(C1=CC=CC=C1)[B-](F)(F)F.[K+] (potassium benzyltrifluoroborate), C(=O)([O-])[O-].[Cs+].[Cs+] (Cs2CO3), Cl (HCl), COC(=O)C=1C(SC2=CC(=CC=C2C1O)Br)=O (7-bromo-4-hydroxy-2-oxo-2H-thiochromene-3-carboxylic acid methyl ester). Reagents/catalysts: Cl[Pd]([P](C1=CC=CC=C1)(C2=CC=CC=C2)C3=CC=CC=C3)([P](C4=CC=CC=C4)(C5=CC=CC=C5)C6=CC=CC=C6)Cl (PdCl2(PPh3)2). Solvent: O (water), C1CCOC1 (THF), O (water). Product: COC(=O)C=1C(SC2=CC(=CC=C2C1O)CC1=CC=CC=C1)=O (7-benzyl-4-hydroxy-2-oxo-2H-thiochromene-3-carboxylic acid methyl ester). The yield is 43.3%. RXN SMILES: [CH3:1][O:2][C:3]([C:5]1[C:6](=[O:17])[S:7][C:8]2[C:13]([C:14]=1[OH:15])=[CH:12][CH:11]=[C:10](Br)[CH:9]=2)=[O:4].[CH2:18]([B-](F)(F)F)[C:19]1[CH:24]=[CH:23][CH:22]=[CH:21][CH:20]=1.[K+].C([O-])([O-])=O.[Cs+].[Cs+].Cl>C1COCC1.O.Cl[Pd](Cl)([P](C1C=CC=CC=1)(C1C=CC=CC=1)C1C=CC=CC=1)[P](C1C=CC=CC=1)(C1C=CC=CC=1)C1C=CC=CC=1>[CH3:1][O:2][C:3]([C:5]1[C:6](=[O:17])[S:7][C:8]2[C:13]([C:14]=1[OH:15])=[CH:12][CH:11]=[C:10]([CH2:18][C:19]1[CH:24]=[CH:23][CH:22]=[CH:21][CH:20]=1)[CH:9]=2)=[O:4] |f:1.2,3.4.5,^1:45,64|. Procedure: To a mixture of 7-bromo-4-hydroxy-2-oxo-2H-thiochromene-3-carboxylic acid methyl ester (Example 5e) (220 mg, 0.70 mmol) in THF (8 mL) was added potassium benzyltrifluoroborate (138 mg, 0.70 mmol), Cs2CO3 (682 mg, 2.09 mmol), PdCl2(PPh3)2 (49 mg, 0.07 mmol) and then water (2 mL). The resulting mixture was refluxed overnight (18 h). After cooling, the reaction mixture was diluted with water (75 mL) and acidified using 1 N HCl to pH 4. The precipitate was collected, rinsed with water and the solid ... Starting materials: N1=C(C=NC2=CC=CC=C12)N1CCC2(CCCC(N2)=O)CC1 (9-(quinoxalin-2-yl)-1,9-diazaspiro[5.5]undecan-2-one), C1CCOC1 (THF), CC1=C(CCl)C=C(C=C1)C (2,5-dimethylbenzylchloride). Run in [NH4+].[Cl-] (NH4Cl). Reaction conditions: time 10 minute. The product is CC1=C(CN2C(CCCC23CCN(CC3)C3=NC2=CC=CC=C2N=C3)=O)C=C(C=C1)C (1-(2,5-dimethylbenzyl)-9-(quinoxalin-2-yl)-1,9-diazaspiro[5.5]undecan-2-one). The yield is 43.8%. RXN SMILES: [N:1]1[C:10]2[C:5](=[CH:6][CH:7]=[CH:8][CH:9]=2)[N:4]=[CH:3][C:2]=1[N:11]1[CH2:22][CH2:21][C:14]2([NH:19][C:18](=[O:20])[CH2:17][CH2:16][CH2:15]2)[CH2:13][CH2:12]1.C1COCC1.[CH3:28][C:29]1[CH:36]=[CH:35][C:34]([CH3:37])=[CH:33][C:30]=1[CH2:31]Cl>[NH4+].[Cl-]>[CH3:28][C:29]1[CH:36]=[CH:35][C:34]([CH3:37])=[CH:33][C:30]=1[CH2:31][N:19]1[C:14]2([CH2:21][CH2:22][N:11]([C:2]3[CH:3]=[N:4][C:5]4[C:10](=[CH:9][CH:8]=[CH:7][CH:6]=4)[N:1]=3)[CH2:12][CH2:13]2)[CH2:15][CH2:16][CH2:17][C:18]1=[O:20] |f:3.4|. Procedure details: To a solution of 9-(quinoxalin-2-yl)-1,9-diazaspiro[5.5]undecan-2-one (80 mg, 0.27 mmol) in THF (5 mL) sodium hydride 95% (32 mg, 0.81 mmol) was added and the mixture was stirred for 10 min at rt. Then 2,5-dimethylbenzylchloride (70 mg, 0.35 mmol) was added and the reaction mixture was heated at 60° C. over 18 h. Saturated aqueous NH4Cl solution (40 mL) was added and the reaction mixture was extracted with ethyl acetate (100 mL). The organic layer was dried over Na2SO4, filtered and concentrated...